This data is from the Open Reaction Database (ORD), a public repository of structured organic reaction records. The task is: describe an organic reaction: reactants, conditions, products, and yield Starting materials: C(C)OC(CN1CCC(CC1)C(=O)C=1C=CC2=C(CCO2)C1)=O ([4-(2,3-dihydro-benzofuran-5-carbonyl)-piperidin-1-yl]-acetic acid ethyl ester), O[Li].O (LiOH.H2O). Reaction conditions: time 1.5 hour. Product: O1CCC2=C1C=CC(=C2)C(=O)C2CCN(CC2)CC(=O)O ([4-(2,3-Dihydro-benzofuran-5-carbonyl)-piperidin-1-yl]-acetic acid). Isolated yield 93.0%. As a reaction SMILES: C([O:3][C:4](=[O:23])[CH2:5][N:6]1[CH2:11][CH2:10][CH:9]([C:12]([C:14]2[CH:15]=[CH:16][C:17]3[O:21][CH2:20][CH2:19][C:18]=3[CH:22]=2)=[O:13])[CH2:8][CH2:7]1)C.O[Li].O>>[O:21]1[C:17]2[CH:16]=[CH:15][C:14]([C:12]([CH:9]3[CH2:8][CH2:7][N:6]([CH2:5][C:4]([OH:23])=[O:3])[CH2:11][CH2:10]3)=[O:13])=[CH:22][C:18]=2[CH2:19][CH2:20]1 |f:1.2|. Reported procedure: To a solution of [4-(2,3-dihydro-benzofuran-5-carbonyl)-piperidin-1-yl]-acetic acid ethyl ester (0.18 g, 0.57 mmol in 6 mL of THF and 2 mL of methanol) was added LiOH.H2O (0.12 g, 2.8 mmol in 3 mL of water) and the reaction mixture was stirred at ambient temperature for 1.5 hours. The solvent was removed in vacuo then diluted with 20 mL of water (pH 14). The residue was treated with 12 mL of 1 N HCl (pH 4), frozen at −78° C. and lyophilized for 24 hours to yield the title compound (0.16 g, 0.53 ... Reactants: COC1=CC=C(C=C1)O (4-methoxyphenol), BrC(C(=O)OCC)(C)C (ethyl 2-bromo-2-methylpropanoate), C(=O)([O-])[O-].[K+].[K+] (K2CO3). Run in CC#N (CH3CN), O (water). Yields the product COC1=CC=C(OCC(=O)OCC)C=C1 (ethyl 2-(4-methoxyphenoxy)acetate). RXN SMILES: [CH3:1][O:2][C:3]1[CH:8]=[CH:7][C:6]([OH:9])=[CH:5][CH:4]=1.Br[C:11](C)(C)[C:12]([O:14][CH2:15][CH3:16])=[O:13].C([O-])([O-])=O.[K+].[K+]>CC#N.O>[CH3:1][O:2][C:3]1[CH:8]=[CH:7][C:6]([O:9][CH2:11][C:12]([O:14][CH2:15][CH3:16])=[O:13])=[CH:5][CH:4]=1 |f:2.3.4|. Procedure details: To a solution of 4-methoxyphenol (500 mg, 4.03 mmol) in CH3CN (10 mL) was added ethyl 2-bromo-2-methylpropanoate (807 mg, 4.84 mmol) and K2CO3 (3 g, 21.7 mmol) at 25° C. The mixture was refluxed for 16 h. The mixture was then diluted with water (100 mL), extracted with ethyl acetate (2×50 mL) and the combined organic layers washed with brine (30 mL), dried over Na2SO4 and concentrated to give the title compound which was used in next step without further purification. Starting materials: Cl.Cl.COC([C@@H](N)CC1=CNC=N1)=O (L-histidine methyl ester dihydrochloride), ClC1=NC=CC(=N1)N1C(NC(C(=C1)C1C2=C(C=CC3=C1C=CC(=C3)C)C=C(C=C2)C)=O)=O (1-[2-Chloropyrimidin-4-yl}-5-[2,8-dimethyl-5H-dibenzo[a,d]cyclohepten-5-yl]-2,4(1H,3H)-pyrimidinedione). The product is CC1=CC2=C(C(C3=C(C=C2)C=C(C=C3)C)C=3C(NC(N(C3)C3=NC(=NC=C3)N[C@@H](CC3=CNC=N3)C(=O)OC)=O)=O)C=C1 (Nα -[4-[5-{2,8-Dimethyl-5H-dibenzo[a,d]cyclohepten-5-yl}-3,4-dihydro-2,4-dioxo-1(2H)-pyrimidinyl]pyrimidin-2-yl]-L-histidine, methyl ester). RXN SMILES: Cl.Cl.[CH3:3][O:4][C:5](=[O:14])[C@H:6]([CH2:8][C:9]1[N:13]=[CH:12][NH:11][CH:10]=1)[NH2:7].Cl[C:16]1[N:21]=[C:20]([N:22]2[CH:27]=[C:26]([CH:28]3[C:34]4[CH:35]=[CH:36][C:37]([CH3:39])=[CH:38][C:33]=4[CH:32]=[CH:31][C:30]4[CH:40]=[C:41]([CH3:44])[CH:42]=[CH:43][C:29]3=4)[C:25](=[O:45])[NH:24][C:23]2=[O:46])[CH:19]=[CH:18][N:17]=1>>[CH3:39][C:37]1[CH:36]=[CH:35][C:34]2[CH:28]([C:26]3[C:25](=[O:45])[NH:24][C:23](=[O:46])[N:22]([C:20]4[CH:19]=[CH:18][N:17]=[C:16]([NH:7][C@H:6]([C:5]([O:4][CH3:3])=[O:14])[CH2:8][C:9]5[N:13]=[CH:12][NH:11][CH:10]=5)[N:21]=4)[CH:27]=3)[C:29]3[CH:43]=[CH:42][C:41]([CH3:44])=[CH:40][C:30]=3[CH:31]=[CH:32][C:33]=2[CH:38]=1 |f:0.1.2|. Reported procedure: The subtitle compound was prepared from L-histidine methyl ester dihydrochloride (1.15 g) and the product of example 8 step (ii) (0.7 g) by the method of example 10 step (ii). Purification was by chromatography eluting with 5-10% methanol in dichloromethane. Yield 0.25 g. Starting materials: CCC(NC(=O)OC(C)(C)C)C(=O)NC(C(=O)OC)C1CC1, Cl, COC(=O)C(NC(=O)C(C)N)C1CC1. The product is Cl, CCC(N)C(=O)NC(C(=O)OC)C1CC1. Reaction SMILES: [C:16]([O:17][C:18](=[O:19])[NH:23][CH:24]([C:25](=[O:26])[NH:27][CH:28]([C:29](=[O:30])[O:31][CH3:32])[CH:33]1[CH2:34][CH2:35]1)[CH2:36][CH3:37])([CH3:20])([CH3:21])[CH3:22].[ClH:1].[NH2:2][CH:3]([C:4]([NH:5][CH:6]([CH:7]1[CH2:8][CH2:9]1)[C:10]([O:11][CH3:12])=[O:13])=[O:14])[CH3:15]>>[ClH:1].[NH2:23][CH:24]([C:25](=[O:26])[NH:27][CH:28]([C:29](=[O:30])[O:31][CH3:32])[CH:33]1[CH2:34][CH2:35]1)[CH2:36][CH3:37]. Starting materials: COC(COC1=C2C(=C(C(NC2=C(C=C1)F)=O)CC1=CC=C(C=C1)F)C)=O ([8-fluoro-3-(4-fluorobenzyl)-4-methyl-2-oxo-1,2-dihydroquinolin-5-yloxy]acetic acid methyl ester), CN(C=O)C (N,N-dimethylformamide), C([O-])([O-])=O.[K+].[K+] (potassium carbonate), ClC(F)(F)OC(C)=O (acetic acid chlorodifluoromethyl ester). Solvent: O (Water). Reaction conditions: temperature 70 celsius, time 5 day. The product is COC(COC1=C2C(=C(C(=NC2=C(C=C1)F)OC(F)F)CC1=CC=C(C=C1)F)C)=O ([2-difluoromethoxy-8-fluoro-3-(4-fluorobenzyl)-4-methylquinolin-5-yloxy]acetic Acid Methyl Ester). RXN SMILES: [CH3:1][O:2][C:3](=[O:27])[CH2:4][O:5][C:6]1[CH:15]=[CH:14][C:13]([F:16])=[C:12]2[C:7]=1[C:8]([CH3:26])=[C:9]([CH2:18][C:19]1[CH:24]=[CH:23][C:22]([F:25])=[CH:21][CH:20]=1)[C:10](=[O:17])[NH:11]2.CN(C)C=O.C(=O)([O-])[O-].[K+].[K+].Cl[C:40](OC(=O)C)([F:42])[F:41]>O>[CH3:1][O:2][C:3](=[O:27])[CH2:4][O:5][C:6]1[CH:15]=[CH:14][C:13]([F:16])=[C:12]2[C:7]=1[C:8]([CH3:26])=[C:9]([CH2:18][C:19]1[CH:20]=[CH:21][C:22]([F:25])=[CH:23][CH:24]=1)[C:10]([O:17][CH:40]([F:42])[F:41])=[N:11]2 |f:2.3.4|. Procedure details: A mixture of [8-fluoro-3-(4-fluorobenzyl)-4-methyl-2-oxo-1,2-dihydroquinolin-5-yloxy]acetic acid methyl ester (0.48 g), N,N-dimethylformamide (6.0 mL), potassium carbonate (0.72 g) and acetic acid chlorodifluoromethyl ester (1.7 mL) was stirred at 70° C. for 5 days. The mixture was diluted with Water, extracted with ethyl acetate and the combined extracts washed with water and then dried over magnesium sulfate. The solvent was removed under reduced pressure and purification of the residue by col... Starting materials: C(C)(C)(C)OC(=O)N1CCC(CC1)C=1C=C2N3C(C(NN=C3COC2=CC1)=O)C (4-(4-methyl-3-oxo-2,3,4,10-tetrahydro-9-oxa-1,2,4a-triaza-phenanthren-6-yl)-piperidine-1-carboxylic acid tert-butyl ester), [Br-].[Br-].[Br-].C(CCC)[N+](CCCC)(CCCC)CCCC.C(CCC)[N+](CCCC)(CCCC)CCCC.C(CCC)[N+](CCCC)(CCCC)CCCC (tetrabutylammonium tribromide), C(=O)(O)[O-].[Na+] (NaHCO3), [O-]S(=O)(=S)[O-].[Na+].[Na+] (Na2S2O3). The solvent is C(Cl)Cl (DCM), CO (MeOH). Reaction conditions: time 30 minute. Product: C(C)(C)(C)OC(=O)N1CCC(CC1)C=1C=C2N3C(C(NN=C3COC2=CC1Br)=O)C (4-(7-bromo-4-methyl-3-oxo-2,3,4,10-tetrahydro-9-oxa-1,2,4a-triaza-phenanthren-6-yl)-piperidine-1-carboxylic acid tert-butyl ester). Isolated yield 56.8%. Reaction SMILES: [C:1]([O:5][C:6]([N:8]1[CH2:13][CH2:12][CH:11]([C:14]2[CH:15]=[C:16]3[C:25](=[CH:26][CH:27]=2)[O:24][CH2:23][C:22]2[N:17]3[CH:18]([CH3:29])[C:19](=[O:28])[NH:20][N:21]=2)[CH2:10][CH2:9]1)=[O:7])([CH3:4])([CH3:3])[CH3:2].[Br-:30].[Br-].[Br-].C([N+](CCCC)(CCCC)CCCC)CCC.C([N+](CCCC)(CCCC)CCCC)CCC.C([N+](CCCC)(CCCC)CCCC)CCC.[O-]S([O-])(=S)=O.[Na+].[Na+].C([O-])(O)=O.[Na+]>C(Cl)Cl.CO>[C:1]([O:5][C:6]([N:8]1[CH2:13][CH2:12][CH:11]([C:14]2[CH:15]=[C:16]3[C:25](=[CH:26][C:27]=2[Br:30])[O:24][CH2:23][C:22]2[N:17]3[CH:18]([CH3:29])[C:19](=[O:28])[NH:20][N:21]=2)[CH2:10][CH2:9]1)=[O:7])([CH3:4])([CH3:2])[CH3:3] |f:1.2.3.4.5.6,7.8.9,10.11|. Procedure: To a solution of 4-(4-methyl-3-oxo-2,3,4,10-tetrahydro-9-oxa-1,2,4a-triaza-phenanthren-6-yl)-piperidine-1-carboxylic acid tert-butyl ester (Example #71, Step B, 0.50 g, 1.249 mmol) in DCM (5 mL) and MeOH (5 mL) was added tetrabutylammonium tribromide (0.662 g, 1.373 mmol) portionwise and the reaction mixture was stirred for 30 min at ambient temperature. Saturated aqueous Na2S2O3 solution (5 mL) was added and the pH was adjusted to 7 by the addition of saturated aqueous NaHCO3 solution. The mixt... Reagents/catalysts: [Hg](Cl)Cl (mercury(II) chloride). The product is CC=1C(=C(C(=CC1)C(C)CC)O)C(C)CC (3-methyl-2,6-di-s-butylphenol). Reported procedure: In an autoclave 162 g of m-cresol, 1.6 g of aluminium grit and 0.1 g of mercury(II) chloride are heated at 200° C for 1 h. After cooling at room temperature 168 g of n-butene are added. This mixture is stirred at 200° C for 10 h. Then 10 g of 10% aqueous sodium hyroxide solution are added and the mixture is fractionated. At 142° C (12 mm Hg) 43.9 g of 3-methyl-2,6-di-s-butylphenol are obtained. Run at temperature 200 celsius, time 10 hour. Reaction SMILES: [CH:1]1[C:6]([OH:7])=[CH:5][CH:4]=[CH:3][C:2]=1[CH3:8].[Al].[CH2:10]=[CH:11][CH2:12][CH3:13].[OH-].[Na+]>[Hg](Cl)Cl>[CH3:8][C:2]1[C:1]([CH:1]([CH2:2][CH3:3])[CH3:6])=[C:6]([OH:7])[C:5]([CH:11]([CH2:12][CH3:13])[CH3:10])=[CH:4][CH:3]=1 |f:3.4|. The reactants are [OH-].[Na+] (sodium hyroxide), C1=C(C=CC=C1O)C (m-cresol), [Al] (aluminium), C=CCC (n-butene). Yield: 26.6%. The reactants are C(C)OC=1C=C(C=CC1OC)C(CC(=O)O)N1C(C2=CC=CC=C2C1)=O (3-(3-ethoxy-4-methoxyphenyl)-3-(1-oxoisoindolin-2-yl)propanoic acid), C(=O)(N1C=NC=C1)N1C=NC=C1 (carbonyldiimidazole), C(=O)NN (formic hydrazide). Solvent: O1CCCC1 (tetrahydrofuran). Yields the product C(C)OC=1C=C(C=CC1OC)C(CC=1OC=NN1)N1C(C2=CC=CC=C2C1)=O (2-[1-(3-Ethoxy-4-methoxyphenyl)-2-(1,3,4-oxadiazol-2-yl)ethyl]isoindolin-1-one), C(=O)=NNC(CC(N1C(C2=CC=CC=C2C1)=O)C1=CC(=C(C=C1)OC)OCC)=O (N-carbonylamino-3-(3-ethoxy-4-methoxyphenyl)-3-(1-oxoisoindolin-2-yl)propanamide). Yield: 104.3%. Reaction SMILES: [CH2:1]([O:3][C:4]1[CH:5]=[C:6]([CH:12]([N:17]2[CH2:25][C:24]3[C:19](=[CH:20][CH:21]=[CH:22][CH:23]=3)[C:18]2=[O:26])[CH2:13][C:14]([OH:16])=[O:15])[CH:7]=[CH:8][C:9]=1[O:10][CH3:11])[CH3:2].C(N1C=CN=C1)(N1C=CN=C1)=O.[CH:39]([NH:41][NH2:42])=[O:40]>O1CCCC1>[CH2:1]([O:3][C:4]1[CH:5]=[C:6]([CH:12]([N:17]2[CH2:25][C:24]3[C:19](=[CH:20][CH:21]=[CH:22][CH:23]=3)[C:18]2=[O:26])[CH2:13][C:14]2[O:16][CH:39]=[N:41][N:42]=2)[CH:7]=[CH:8][C:9]=1[O:10][CH3:11])[CH3:2].[C:39](=[N:41][NH:42][C:14](=[O:15])[CH2:13][CH:12]([C:6]1[CH:7]=[CH:8][C:9]([O:10][CH3:11])=[C:4]([O:3][CH2:1][CH3:2])[CH:5]=1)[N:17]1[CH2:25][C:24]2[C:19](=[CH:20][CH:21]=[CH:22][CH:23]=2)[C:18]1=[O:26])=[O:40]. Procedure: 2-[1-(3-Ethoxy-4-methoxyphenyl)-2-(1,3,4-oxadiazol-2-yl)ethyl]isoindolin-1-one was prepared as described in Example 1. Reaction of 3-(3-ethoxy-4-methoxyphenyl)-3-(1-oxoisoindolin-2-yl)propanoic acid (1.50 g, 4.22 mmol), carbonyldiimidazole (0.80 g, 4.9 mmol) and formic hydrazide (310 mg, 5.16 mmol) in tetrahydrofuran (10 mL) yielded crude N-carbonylamino-3-(3-ethoxy-4-methoxyphenyl)-3-(1-oxoisoindolin-2-yl)propanamide (1.0 g, 2.2 mmol), which was then reacted with phosphorus pentoxide (2.32 g, 1... Solvent: ClCCl (dichloromethane). Starting materials: OCC=1C=C(C=C(C1)CN1N=CN=C1)C(C#N)(C)C (2-[3-hydroxymethyl-5-(1H-1,2,4-triazol-1-ylmethyl)phenyl]-2-methylpropiononitrile), S(=O)(Cl)Cl (thionyl chloride). Procedure: A solution of the product from Example 27 (1 g) and thionyl chloride (0.4 ml) in dichloromethane (5 ml) was heated under reflux for 0.5 h, then evaporated to dryness under reduced pressure, to give 2-[3-chloromethyl-5-(1H-1,2,4-triazol-1-ylmethyl)phenyl]-2-methylpropiononitrile hydrochloride, mp. 189°-190° after trituration with ethyl acetate. Yields the product Cl.ClCC=1C=C(C=C(C1)CN1N=CN=C1)C(C#N)(C)C (2-[3-chloromethyl-5-(1H-1,2,4-triazol-1-ylmethyl)phenyl]-2-methylpropiononitrile hydrochloride). RXN SMILES: O[CH2:2][C:3]1[CH:4]=[C:5]([C:15]([CH3:19])([CH3:18])[C:16]#[N:17])[CH:6]=[C:7]([CH2:9][N:10]2[CH:14]=[N:13][CH:12]=[N:11]2)[CH:8]=1.S(Cl)([Cl:22])=O>ClCCl>[ClH:22].[Cl:22][CH2:2][C:3]1[CH:4]=[C:5]([C:15]([CH3:19])([CH3:18])[C:16]#[N:17])[CH:6]=[C:7]([CH2:9][N:10]2[CH:14]=[N:13][CH:12]=[N:11]2)[CH:8]=1 |f:3.4|.